Dataset: the Open Reaction Database (ORD), a public repository of structured organic reaction records. Task: describe an organic reaction: reactants, conditions, products, and yield Starting materials: Cc1cc(C(=O)NCCc2cccnc2)ccc1Br, COc1ccc(CN(Cc2ccc(OC)cc2)c2ncc(-c3nc(N4CCOCC4)nc4c3CCN4)cn2)cc1, COc1ccc(CN(Cc2ccc(OC)cc2)c2ncc(-c3nc(N4CCOCC4)nc4c3CCN4c3ccc(C(=O)NCCc4cccnc4)cc3C)cn2)cc1. Product: Cc1cc(C(=O)NCCc2cccnc2)ccc1N1CCc2c(-c3cnc(N)nc3)nc(N3CCOCC3)nc21. RXN SMILES: [Br:41][c:42]1[cH:43][cH:44][c:45]([C:46]([NH:47][CH2:48][CH2:49][c:50]2[cH:51][n:52][cH:53][cH:54][cH:55]2)=[O:56])[cH:57][c:58]1[CH3:59].[CH3:1][O:2][c:3]1[cH:4][cH:5][c:6]([CH2:7][N:8]([CH2:9][c:10]2[cH:11][cH:12][c:13]([O:14][CH3:15])[cH:16][cH:17]2)[c:18]2[n:19][cH:20][c:21](-[c:22]3[c:23]4[c:27]([n:28][c:29]([N:30]5[CH2:31][CH2:32][O:33][CH2:34][CH2:35]5)[n:36]3)[NH:26][CH2:25][CH2:24]4)[cH:37][n:38]2)[cH:39][cH:40]1.[CH3:60][O:61][c:62]1[cH:63][cH:64][c:65]([CH2:66][N:67]([c:68]2[n:69][cH:70][c:71](-[c:74]3[c:75]4[c:76]([n:77][c:78]([N:80]5[CH2:81][CH2:82][O:83][CH2:84][CH2:85]5)[n:79]3)[N:86]([c:89]3[c:90]([CH3:106])[cH:91][c:92]([C:93](=[O:94])[NH:95][CH2:96][CH2:97][c:98]5[cH:99][n:100][cH:101][cH:102][cH:103]5)[cH:104][cH:105]3)[CH2:87][CH2:88]4)[cH:72][n:73]2)[CH2:107][c:108]2[cH:109][cH:110][c:111]([O:112][CH3:113])[cH:114][cH:115]2)[cH:116][cH:117]1>>[NH2:67][c:68]1[n:69][cH:70][c:71](-[c:74]2[c:75]3[c:76]([n:77][c:78]([N:80]4[CH2:81][CH2:82][O:83][CH2:84][CH2:85]4)[n:79]2)[N:86]([c:89]2[c:90]([CH3:106])[cH:91][c:92]([C:93](=[O:94])[NH:95][CH2:96][CH2:97][c:98]4[cH:99][n:100][cH:101][cH:102][cH:103]4)[cH:104][cH:105]2)[CH2:87][CH2:88]3)[cH:72][n:73]1. Reactants: C(C1=CC=CC=C1)OC(=O)NCCC[C@H](NC(=O)OC(C)(C)C)C(=O)N[C@@H]1[C@@H](CCC1)C(=O)OC (Methyl (1R,2S)-2-({N5-[(benzyloxy)carbonyl]-N2-(tert-butoxycarbonyl)-L-ornithyl}amino)cyclopentanecarboxylate), Cl.C(C)(=O)OCC (hydrogen chloride ethyl acetate). Solvent: C(C)(=O)OCC (ethyl acetate). Run at time 2 hour. Product: C(C1=CC=CC=C1)OC(=O)NCCC[C@H](N)C(=O)N[C@@H]1[C@@H](CCC1)C(=O)OC (methyl (1R,2S)-2-({N5-[(benzyloxy)carbonyl]-L-ornithyl}amino)cyclopentanecarboxylate). The yield is 99.8%. As a reaction SMILES: [CH2:1]([O:8][C:9]([NH:11][CH2:12][CH2:13][CH2:14][C@@H:15]([C:24]([NH:26][C@H:27]1[CH2:31][CH2:30][CH2:29][C@H:28]1[C:32]([O:34][CH3:35])=[O:33])=[O:25])[NH:16]C(OC(C)(C)C)=O)=[O:10])[C:2]1[CH:7]=[CH:6][CH:5]=[CH:4][CH:3]=1.Cl.C(OCC)(=O)C>C(OCC)(=O)C>[CH2:1]([O:8][C:9]([NH:11][CH2:12][CH2:13][CH2:14][C@@H:15]([C:24]([NH:26][C@H:27]1[CH2:31][CH2:30][CH2:29][C@H:28]1[C:32]([O:34][CH3:35])=[O:33])=[O:25])[NH2:16])=[O:10])[C:2]1[CH:3]=[CH:4][CH:5]=[CH:6][CH:7]=1 |f:1.2|. Reported procedure: Methyl (1R,2S)-2-({N5-[(benzyloxy)carbonyl]-N2-(tert-butoxycarbonyl)-L-ornithyl}amino)cyclopentanecarboxylate (11.33 g) was suspended in ethyl acetate (34 ml), and a 4 M hydrogen chloride/ethyl acetate solution (52 ml) was added thereto, followed by stirring at room temperature for 2 hours. The reaction mixture was concentrated under reduced pressure, and to the residue were added ethyl acetate (150 ml) and a saturated sodium bicarbonate solution (150 ml), followed by stirring for 5 minutes and ... The reactants are C=1(O)C(O)=CC=CC1 (catechol), C1=CC=C(C=C1)NC2=CC=C(C=C2)N (4-aminodiphenylamine), OO (hydrogen peroxide), N(CCO)(CCO)CCO (triethanolamine). The solvent is CO (methanol), CO (methanol). Product: C=1(O)C(O)=CC=CC1.C1=CC=C(C=C1)NC2=CC=C(C=C2)N (catechol 4-aminodiphenylamine). Reaction SMILES: [C:1]1([C:3](=[CH:5][CH:6]=[CH:7][CH:8]=1)[OH:4])[OH:2].[CH:9]1[CH:14]=[CH:13][C:12]([NH:15][C:16]2[CH:21]=[CH:20][C:19]([NH2:22])=[CH:18][CH:17]=2)=[CH:11][CH:10]=1.N(CCO)(CCO)CCO.OO>CO>[C:1]1([C:3](=[CH:5][CH:6]=[CH:7][CH:8]=1)[OH:4])[OH:2].[CH:9]1[CH:10]=[CH:11][C:12]([NH:15][C:16]2[CH:21]=[CH:20][C:19]([NH2:22])=[CH:18][CH:17]=2)=[CH:13][CH:14]=1 |f:5.6|. Procedure details: In 10 liter of methanol were dissolved 50 g of catechol and 50 g of 4-aminodiphenylamine to prepare a solution, to which triethanolamine was added to adjust the pH to 8.0. To the resulting mixture, 30 g of 30% aqueous hydrogen peroxide was added, followed by reaction at 130° C. for 5 hours. The reaction mixture obtained was cooled to give a solution of catechol-4-aminodiphenylamine condensate in methanol. Starting materials: [H-].[Na+] (sodium hydride), SC1=CC=CC=2N1C=CN2 (5-mercaptoimidazo[1,2-a]pyridine), ClCCCCN1C(N2C(S(CCC2)(=O)=O)=CC1=O)=O (7-(4-chlorobutyl)-1,1-dioxo-3,4-dihydro-2H,6H-pyrimido[6,1-b][1,3]thiazine-6,8(7H)-dione), [I-].[Na+] (sodium iodide). Run in CN(C=O)C (N,N-dimethylformamide), O (water). Conditions: time 30 minute. Product: N=1C=CN2C1C=CC=C2SCCCCN2C(N1C(S(CCC1)(=O)=O)=CC2=O)=O (7-[4-(imidazo[1,2-a]pyridin-5-ylthio)-butyl]-1,1-dioxo-3,4-dihydro-2H,6H-pyrimido[6,1-b][1,3]thiazine-6,8(7H)-dione). Reaction SMILES: [H-].[Na+].[SH:3][C:4]1[N:9]2[CH:10]=[CH:11][N:12]=[C:8]2[CH:7]=[CH:6][CH:5]=1.Cl[CH2:14][CH2:15][CH2:16][CH2:17][N:18]1[C:29](=[O:30])[CH:28]=[C:21]2[S:22](=[O:27])(=[O:26])[CH2:23][CH2:24][CH2:25][N:20]2[C:19]1=[O:31].[I-].[Na+]>CN(C)C=O.O>[N:12]1[CH:11]=[CH:10][N:9]2[C:4]([S:3][CH2:14][CH2:15][CH2:16][CH2:17][N:18]3[C:29](=[O:30])[CH:28]=[C:21]4[S:22](=[O:27])(=[O:26])[CH2:23][CH2:24][CH2:25][N:20]4[C:19]3=[O:31])=[CH:5][CH:6]=[CH:7][C:8]=12 |f:0.1,4.5|. Reported procedure: To a suspension of 0.053 g (2.2 mmol) of 60% oily sodium hydride in 15 ml of N,N-dimethylformamide, 0.33 g (2.2 mmol) of 5-mercaptoimidazo[1,2-a]pyridine was added at room temperature, followed by stirring for 30 minutes. To this mixture, 0.61 g (2.0 mmol) of 7-(4-chlorobutyl)-1,1-dioxo-3,4-dihydro-2H,6H-pyrimido[6,1-b][1,3]thiazine-6,8(7H)-dione and 0.33 g (2.2 mmol) of sodium iodide were added, followed by stirring at 100° C. for 3 hours. After cooling, the reaction mixture was poured into wat... Yield: 142.4%. RXN SMILES: [CH2:1]([O:4][C:5]([C:7]1[C:8]2[NH:12][C:11]([CH:13]=[C:14]3[N:36]=[C:17]([C:18](C(OCCC)=O)=[C:19]4[NH:29][C:22](=[CH:23][C:24]5[CH:25]=[CH:26][C:27]=1[N:28]=5)[CH:21]=[CH:20]4)[CH:16]=[CH:15]3)=[CH:10][CH:9]=2)=[O:6])[CH2:2][CH3:3]>CN(C=O)C>[CH2:1]([O:4][C:5]([C:7]1[C:8]2[NH:12][C:11]([CH:13]=[C:14]3[N:36]=[C:17]([CH:18]=[C:19]4[NH:29][C:22](=[CH:23][C:24]5[CH:25]=[CH:26][C:27]=1[N:28]=5)[CH:21]=[CH:20]4)[CH:16]=[CH:15]3)=[CH:10][CH:9]=2)=[O:6])[CH2:2][CH3:3]. Reactants: C(CC)OC(=O)C=1C2=CC=C(N2)C=C2C=CC(C(=C3C=CC(=CC=4C=CC1N4)N3)C(=O)OCCC)=N2 (5,15-Bis(n-propoxycarbonyl)porphyrin), MnCl2. The solvent is CN(C)C=O (DMF). Reported procedure: To a magnetically stirred solution of porphyrin 31 (30 mg, 0.062 mmol) in anhydrous DMF (25 mL) was added MnCl2 (39 mg, 0.27 mmol). The reaction flask was fitted with a reflux condenser and the solution was heated to 145° C. for 2 h then exposed to a stream of air. The reaction mixture was heated for an additional 34 h then the solution was allowed to cool to room temperature for 48 h under a stream of air. Evaporation of DMF in vacuo provided a crude product that was adsorbed onto silica gel (2... Conditions: temperature 145 celsius. The product is C(CC)OC(=O)C=1C2=CC=C(N2)C=C2C=CC(C=C3C=CC(=CC=4C=CC1N4)N3)=N2 (5-(n-Propoxycarbonyl)porphyrin). Starting materials: CCCc1nc2cnc3ccccc3c2n1N, COC(C)(C)OC, CC#N, CC(=O)O, ClC(Cl)Cl. Yields the product CCCc1nc2cnc3ccccc3c2n1N=C(C)C. RXN SMILES: [CH2:1]([CH2:2][CH3:3])[c:4]1[n:5]([NH2:17])[c:6]2[c:7]([cH:8][n:9][c:10]3[cH:11][cH:12][cH:13][cH:14][c:15]23)[n:16]1.[CH3:18][O:19][C:20]([CH3:21])([CH3:22])[O:23][CH3:24].[CH3:25][C:26]#[N:27].[CH3:28][C:29](=[O:30])[OH:31].[Cl:32][CH:33]([Cl:34])[Cl:35]>>[CH2:1]([CH2:2][CH3:3])[c:4]1[n:5]([N:17]=[C:20]([CH3:21])[CH3:22])[c:6]2[c:7]([cH:8][n:9][c:10]3[cH:11][cH:12][cH:13][cH:14][c:15]23)[n:16]1.